From a dataset of the Open Reaction Database (ORD), a public repository of structured organic reaction records. describe an organic reaction: reactants, conditions, products, and yield The reactants are BrC=1C=CC(=C(C=O)C1)[N+](=O)[O-] (5-bromo-2-nitrobenzaldehyde), COC1=CC=C(CN)C=C1 (p-methoxybenzyl amine), [BH-](OC(=O)C)(OC(=O)C)OC(=O)C.[Na+] (NaB(OAc)3H). The reagents and catalysts are CC(=O)O (AcOH). Run in C(Cl)Cl (DCM). Conditions: time 5 minute. Product: COC1=CC=C(CNCC2=C(C=CC(=C2)Br)[N+](=O)[O-])C=C1 (N-(4-methoxybenzyl)(5-bromo-2-nitrophenyl)methanamine). Reaction SMILES: [Br:1][C:2]1[CH:3]=[CH:4][C:5]([N+:10]([O-:12])=[O:11])=[C:6]([CH:9]=1)[CH:7]=O.[CH3:13][O:14][C:15]1[CH:22]=[CH:21][C:18]([CH2:19][NH2:20])=[CH:17][CH:16]=1.[BH-](OC(C)=O)(OC(C)=O)OC(C)=O.[Na+]>C(Cl)Cl.CC(O)=O>[CH3:13][O:14][C:15]1[CH:22]=[CH:21][C:18]([CH2:19][NH:20][CH2:7][C:6]2[CH:9]=[C:2]([Br:1])[CH:3]=[CH:4][C:5]=2[N+:10]([O-:12])=[O:11])=[CH:17][CH:16]=1 |f:2.3|. Procedure details: To a stirring mixture of 5-bromo-2-nitrobenzaldehyde (0.46 g, 2.0 mmole (prepared according to a reference: Organic Letters (2003), 5(13), 2251-2253) in DCM (4.0 mL) was added p-methoxybenzyl amine (0.32 mL, 2.4 mmol) and three drops of AcOH. The mixture was stirred at RT for 5 min, after which was added NaB(OAc)3H (0.64 g, 3 mmol) and the entire mixture was stirred for additional 2 hrs. The reaction mixture was quenched with NaHCO3 (aq) and diluted with EtOAc (10 mL). The separated aqueous laye... The reactants are C(C1=CC=CC=C1)OC(CNC(=O)OCCl)=O (chloromethoxycarbonylamino-acetic acid benzyl ester), C(C1=CC=CC=C1)OC(CN)=O (amino-acetic acid benzyl ester), ClC(=O)OC(C)Cl (1-chloroethyl chloroformate), ClC=1C(=C(C=CC1)[C@H]1[C@@H](N[C@H]([C@]1(C#N)C1=C(C=C(C=C1)Cl)F)CC(C)(C)C)C(=O)NC1=C(C=C(C(=O)O)C=C1)OC)F (4-((2R,3S,4R,5S)-3-(3-chloro-2-fluorophenyl)-4-(4-chloro-2-fluorophenyl)-4-cyano-5-neopentylpyrrolidine-2-carboxamido)-3-methoxybenzoic acid), C([O-])([O-])=O.[Cs+].[Cs+] (cesium carbonate). Solvent: C(Cl)Cl (methylene chloride), N1=CC=CC=C1 (pyridine), CN(C=O)C (dimethylformamide). Yields the product C(C1=CC=CC=C1)OC(=O)CC(OC(N)=O)OC(C1=CC(=C(C=C1)NC(=O)[C@@H]1N[C@H]([C@]([C@H]1C1=C(C(=CC=C1)Cl)F)(C#N)C1=C(C=C(C=C1)Cl)F)CC(C)(C)C)OC)=O (4-{[(2R,3S,4R,5S)-3-(3-chloro-2-fluoro-phenyl)-4-(4-chloro-2-fluoro-phenyl)-4-cyano-5-(2,2-dimethyl-propyl)-pyrrolidine-2-carbonyl]-amino}-3-methoxy-benzoic acid benzyloxycarbonylmethyl-carbamoyloxymethyl ester). Reaction SMILES: C(OC(=O)C[NH:11][C:12]([O:14][CH2:15]Cl)=[O:13])C1C=CC=CC=1.[CH2:18]([O:25][C:26](=[O:29])[CH2:27]N)[C:19]1[CH:24]=[CH:23][CH:22]=[CH:21][CH:20]=1.ClC(OC(Cl)C)=O.[Cl:37][C:38]1[C:39]([F:78])=[C:40]([C@@H:44]2[C@:48]([C:51]3[CH:56]=[CH:55][C:54]([Cl:57])=[CH:53][C:52]=3[F:58])([C:49]#[N:50])[C@H:47]([CH2:59][C:60]([CH3:63])([CH3:62])[CH3:61])[NH:46][C@H:45]2[C:64]([NH:66][C:67]2[CH:75]=[CH:74][C:70]([C:71]([OH:73])=[O:72])=[CH:69][C:68]=2[O:76][CH3:77])=[O:65])[CH:41]=[CH:42][CH:43]=1.C(=O)([O-])[O-].[Cs+].[Cs+]>C(Cl)Cl.CN(C)C=O.N1C=CC=CC=1>[CH2:18]([O:25][C:26]([CH2:27][CH:15]([O:72][C:71](=[O:73])[C:70]1[CH:74]=[CH:75][C:67]([NH:66][C:64]([C@H:45]2[C@H:44]([C:40]3[CH:41]=[CH:42][CH:43]=[C:38]([Cl:37])[C:39]=3[F:78])[C@:48]([C:51]3[CH:56]=[CH:55][C:54]([Cl:57])=[CH:53][C:52]=3[F:58])([C:49]#[N:50])[C@H:47]([CH2:59][C:60]([CH3:62])([CH3:63])[CH3:61])[NH:46]2)=[O:65])=[C:68]([O:76][CH3:77])[CH:69]=1)[O:14][C:12](=[O:13])[NH2:11])=[O:29])[C:19]1[CH:24]=[CH:23][CH:22]=[CH:21][CH:20]=1 |f:4.5.6|. Procedure: In a manner similar to the method described in Example 23, chloromethoxycarbonylamino-acetic acid benzyl ester was prepared from amino-acetic acid benzyl ester and 1-chloroethyl chloroformate (Aldrich) in the presence of pyridine in methylene chloride. It was then reacted with chiral 4-((2R,3S,4R,5S)-3-(3-chloro-2-fluorophenyl)-4-(4-chloro-2-fluorophenyl)-4-cyano-5-neopentylpyrrolidine-2-carboxamido)-3-methoxybenzoic acid and cesium carbonate in dimethylformamide to give chiral 4-{[(2R,3S,4R,5S)... Starting materials: tris-(dibenzylidineacetone)dipalladium(0), C(C)NC(NC1=NC=C(C(=O)N)C(=C1)NC1=CC=CC=C1)=O (6-(3-Ethylureido)-4-(phenylamino)nicotinamide), BrC1=CC(N(C=C1)C)=O (4-bromo-1-methyl-pyridin-2-one), [O-]CCCC.[Na+] (sodium butoxide), C1(CCCCC1)P(C1=C(C=CC=C1)C1=C(C=C(C=C1C(C)C)C(C)C)C(C)C)C1CCCCC1 (dicyclohexyl-[2-(2,4,6-triisopropylphenyl)phenyl]phosphane). The solvent is CO (MeOH), O1CCOCC1 (dioxane). Conditions: temperature 120 celsius, time 2 day. Product: C(C)NC(=O)NC1=CC(=C(C=N1)C(=O)NC1=CC(N(C=C1)C)=O)NC1=CC=CC=C1 (6-[(Ethylcarbamoyl)amino]-N-(1-methyl-2-oxo-1,2-dihydropyridin-4-yl)-4-(phenylamino)pyridine-3-carboxamide). The yield is 25.0%. As a reaction SMILES: [CH2:1]([NH:3][C:4](=[O:22])[NH:5][C:6]1[CH:14]=[C:13]([NH:15][C:16]2[CH:21]=[CH:20][CH:19]=[CH:18][CH:17]=2)[C:9]([C:10]([NH2:12])=[O:11])=[CH:8][N:7]=1)[CH3:2].[O-]CCCC.[Na+].C1(P(C2CCCCC2)C2C=CC=CC=2C2C(C(C)C)=CC(C(C)C)=CC=2C(C)C)CCCCC1.Br[C:64]1[CH:69]=[CH:68][N:67]([CH3:70])[C:66](=[O:71])[CH:65]=1>O1CCOCC1.CO>[CH2:1]([NH:3][C:4]([NH:5][C:6]1[N:7]=[CH:8][C:9]([C:10]([NH:12][C:64]2[CH:69]=[CH:68][N:67]([CH3:70])[C:66](=[O:71])[CH:65]=2)=[O:11])=[C:13]([NH:15][C:16]2[CH:17]=[CH:18][CH:19]=[CH:20][CH:21]=2)[CH:14]=1)=[O:22])[CH3:2] |f:1.2|. Procedure details: Compound 61 (20 mg, 0.067 mmol) was suspended in dry dioxane (2 mL) with the sodium butoxide (13 mg, 0.13 mmol), dicyclohexyl-[2-(2,4,6-triisopropylphenyl)phenyl]phosphane (6 mg, 0.01 mmol), 4-bromo-1-methyl-pyridin-2-one (25 mg, 0.13 mmol) and tris-(dibenzylidineacetone)dipalladium(0) (6 mg, 0.007 mmol). The mixture was placed under N2 and heated in a microwave for 1 h at 120° C. The mixture was left at RT over 2 days. The mixture was transferred to a flask with MeOH and the solvent removed. Th... Starting materials: C1COCCOCC2(COCCOCCN1)COC2, C1CO1, CO. As a reaction SMILES: [CH2:1]1[O:2][CH2:3][C:4]12[CH2:5][O:6][CH2:7][CH2:8][O:9][CH2:10][CH2:11][NH:12][CH2:13][CH2:14][O:15][CH2:16][CH2:17][O:18][CH2:19]2.[CH2:20]1[CH2:21][O:22]1.[CH3:23][OH:24]>>[CH2:1]1[O:2][CH2:3][C:4]12[CH2:5][O:6][CH2:7][CH2:8][O:9][CH2:10][CH2:11][N:12]([CH2:20][CH2:21][OH:22])[CH2:13][CH2:14][O:15][CH2:16][CH2:17][O:18][CH2:19]2. Product: OCCN1CCOCCOCC2(COCCOCC1)COC2. Starting materials: COC(=O)C(Cc1ccc(-c2cccc(CNCC(=O)c3ccccc3)c2)cc1)NC(=O)OC(C)(C)C, CCOC(=O)C(N)Cc1ccc(-c2cccc(CNCC(=O)c3ccccc3)c2)cc1. Product: COC(=O)C(N)Cc1ccc(-c2cccc(CNCC(=O)c3ccccc3)c2)cc1. As a reaction SMILES: [C:32]([CH2:33][NH:34][CH2:35][c:36]1[cH:37][c:38](-[c:39]2[cH:40][cH:41][c:42]([CH2:43][CH:44]([NH:45][C:46]([O:47][C:48]([CH3:49])([CH3:50])[CH3:51])=[O:52])[C:53]([O:54][CH3:55])=[O:56])[cH:57][cH:58]2)[cH:59][cH:60][cH:61]1)(=[O:62])[c:63]1[cH:64][cH:65][cH:66][cH:67][cH:68]1.[NH2:1][CH:2]([C:3](=[O:4])[O:5][CH2:6][CH3:7])[CH2:8][c:9]1[cH:10][cH:11][c:12](-[c:15]2[cH:16][c:17]([CH2:21][NH:22][CH2:23][C:24]([c:25]3[cH:26][cH:27][cH:28][cH:29][cH:30]3)=[O:31])[cH:18][cH:19][cH:20]2)[cH:13][cH:14]1>>[NH2:1][CH:2]([C:3](=[O:4])[O:5][CH3:6])[CH2:8][c:9]1[cH:10][cH:11][c:12](-[c:15]2[cH:16][c:17]([CH2:21][NH:22][CH2:23][C:24]([c:25]3[cH:26][cH:27][cH:28][cH:29][cH:30]3)=[O:31])[cH:18][cH:19][cH:20]2)[cH:13][cH:14]1.